Dataset: the Open Reaction Database (ORD), a public repository of structured organic reaction records. Task: describe an organic reaction: reactants, conditions, products, and yield The solvent is C(Cl)Cl (CH2Cl2). Procedure details: To a mixture of (3,3-dimethyl-3,4-dihydro-2H-benzo[b][1,4]dioxepin-7-yl)-methanol (31) (100 mg), polymer bound PPh3 (412 mg, ˜3 mmol/g on polystyrene) and ethyl-4-hydroxybenzoate in CH2Cl2 (4 ml) is added di-tert-butylazodicarboxylate (111 mg). The mixture is shaken 1 h, then the polymer is filtered off and the solvent is evaporated. Flash chromatography yields 74 mg of 4-(3,3-dimethyl-3,4-dihydro-2H-benzo[b][1,4]dioxepin-7-ylmethoxy)-benzoic acid ethyl ester as a colourless oil, MS (ESI) 357.2 ... Run at time 1 hour. As a reaction SMILES: [CH3:1][C:2]1([CH3:15])[CH2:8][O:7][C:6]2[CH:9]=[CH:10][C:11]([CH2:13][OH:14])=[CH:12][C:5]=2[O:4][CH2:3]1.C1C=CC(P(C2C=CC=CC=2)C2C=CC=CC=2)=CC=1.[CH2:35]([O:37][C:38](=[O:46])[C:39]1[CH:44]=[CH:43][C:42](O)=[CH:41][CH:40]=1)[CH3:36].CC(OC(/N=N/C(OC(C)(C)C)=O)=O)(C)C>C(Cl)Cl>[CH2:35]([O:37][C:38](=[O:46])[C:39]1[CH:44]=[CH:43][C:42]([O:14][CH2:13][C:11]2[CH:10]=[CH:9][C:6]3[O:7][CH2:8][C:2]([CH3:15])([CH3:1])[CH2:3][O:4][C:5]=3[CH:12]=2)=[CH:41][CH:40]=1)[CH3:36]. The product is C(C)OC(C1=CC=C(C=C1)OCC1=CC2=C(OCC(CO2)(C)C)C=C1)=O (4-(3,3-dimethyl-3,4-dihydro-2H-benzo[b][1,4]dioxepin-7-ylmethoxy)-benzoic acid ethyl ester). Starting materials: CC(C)(C)OC(=O)/N=N/C(=O)OC(C)(C)C (di-tert-butylazodicarboxylate), CC1(COC2=C(OC1)C=CC(=C2)CO)C ((3,3-Dimethyl-3,4-dihydro-2H-benzo[b][1,4]dioxepin-7-yl)-methanol), C1=CC=C(C=C1)P(C2=CC=CC=C2)C3=CC=CC=C3 (PPh3), C(C)OC(C1=CC=C(C=C1)O)=O (ethyl-4-hydroxybenzoate).